Dataset: the Open Reaction Database (ORD), a public repository of structured organic reaction records. Task: describe an organic reaction: reactants, conditions, products, and yield Reactants: CC(=O)OC(C)=O, Oc1ccc2[nH]cc(C3CN4CCC3CC4)c2c1, c1ccncc1. Product: CC(=O)Oc1ccc2[nH]cc(C3CN4CCC3CC4)c2c1. Reaction SMILES: [CH3:19][C:20](=[O:21])[O:22][C:23](=[O:24])[CH3:25].[OH:1][c:2]1[cH:3][c:4]2[c:5]([CH:11]3[CH2:12][N:13]4[CH2:14][CH2:15][CH:16]3[CH2:17][CH2:18]4)[cH:6][nH:7][c:8]2[cH:9][cH:10]1.[cH:26]1[cH:27][cH:28][n:29][cH:30][cH:31]1>>[O:1]([c:2]1[cH:3][c:4]2[c:5]([CH:11]3[CH2:12][N:13]4[CH2:14][CH2:15][CH:16]3[CH2:17][CH2:18]4)[cH:6][nH:7][c:8]2[cH:9][cH:10]1)[C:20]([CH3:19])=[O:21]. Reactants: CC(C)OC(=O)/N=N/C(=O)OC(C)C (diisopropylazodicarboxylate), C1(=CC=CC=C1)P(C1=CC=CC=C1)C1=CC=CC=C1 (triphenylphosphine), C(C1=CC=CC=C1)OC[C@@H](C)O ((R)-(−)-1-benzyloxy-2-propanol), NC1=CC(=NN1C1=C(C=CC=C1)O)C(C)(C)C (5-Amino-3-tert-butyl-pyrazol-1-yl-phenol). Solvent: C1CCOC1 (THF), O (water). Reaction conditions: time 1.75 hour. Product: C(C1=CC=CC=C1)OC[C@@H](OC=1C=C(C=CC1)N1N=C(C=C1N)C(C)(C)C)C (2-[3-((S)-2-Benzyloxy-1-methyl-ethoxy)-phenyl]-5-tert-butyl-2H-pyrazol-3-ylamine). Yield: 46.7%. Reaction SMILES: [NH2:1][C:2]1[N:6]([C:7]2[CH:12]=[CH:11][CH:10]=[CH:9][C:8]=2O)[N:5]=[C:4]([C:14]([CH3:17])([CH3:16])[CH3:15])[CH:3]=1.C1(P(C2C=CC=CC=2)C2C=CC=CC=2)C=CC=CC=1.[CH2:37]([O:44][CH2:45][C@H:46]([OH:48])[CH3:47])[C:38]1[CH:43]=[CH:42][CH:41]=[CH:40][CH:39]=1.CC(OC(/N=N/C(OC(C)C)=O)=O)C>C1COCC1.O>[CH2:37]([O:44][CH2:45][C@H:46]([CH3:47])[O:48][C:9]1[CH:8]=[C:7]([N:6]2[C:2]([NH2:1])=[CH:3][C:4]([C:14]([CH3:17])([CH3:16])[CH3:15])=[N:5]2)[CH:12]=[CH:11][CH:10]=1)[C:38]1[CH:43]=[CH:42][CH:41]=[CH:40][CH:39]=1. Reported procedure: A mixture of Intermediate 95a (0.50 g, 2.2 mmol) in dry THF (17 mL) was treated with triphenylphosphine (1.13 g, 4.32 mmol) and (R)-(−)-1-benzyloxy-2-propanol (0.52 mL, 3.24 mmol) then diisopropylazodicarboxylate (0.85 mL, 4.32 mmol) was added dropwise (the reaction mixture became very warm). After stirring at ambient temperature for 1.75 h the mixture was treated with water (0.2 mL) then concentrated in vacuo to a viscous orange oil. The oil was purified by FCC, using 0-7% EtOAc in DCM. The res... RXN SMILES: [CH:1]1[C:14]2[C:13](=O)[C:12]3[C:7](=[CH:8][CH:9]=[CH:10][CH:11]=3)[S:6][C:5]=2[CH:4]=[CH:3][CH:2]=1.[OH-].[K+].O.NN.O>C(O)CO>[CH:1]1[C:14]2[CH2:13][C:12]3[C:7](=[CH:8][CH:9]=[CH:10][CH:11]=3)[S:6][C:5]=2[CH:4]=[CH:3][CH:2]=1 |f:1.2,3.4|. Solvent: C(CO)O (ethylene glycol). Reaction conditions: temperature 140 celsius, time 2 hour. The reactants are O (Water), [OH-].[K+] (Potassium hydroxide), O.NN (hydrazine monohydrate), C1=CC=CC=2SC3=CC=CC=C3C(C12)=O (Thioxanthone). Yield: 61.2%. The product is C1=CC=CC=2SC3=CC=CC=C3CC12 (thioxanthene). Procedure details: Thioxanthone (0.21 g) was dissolved in ethylene glycol (1.5 ml). Potassium hydroxide (0.19 g) and hydrazine monohydrate (0.15 ml) were added to the solution. The mixture was heated at 140° C. with stirring for 2 hr and then at 200° C. for 4 hr. The temperature of the reaction solution was returned to room temperature. Water was then added to the reaction solution, and the mixture was extracted with ethyl acetate. The extract was dried over anhydrous MgSO4. The solvent was then removed by distill... The reactants are COC=1C=C2CCN(CC2=CC1[N+](=O)[O-])C(=O)OC(C)(C)C (tert-butyl 6-methoxy-7-nitro-3,4-dihydroisoquinoline-2(1H)-carboxylate). Reagents/catalysts: [Ni] (Ni). The solvent is CO (methanol). Reaction conditions: time 16 hour. Yields the product NC1=C(C=C2CCN(CC2=C1)C(=O)OC(C)(C)C)OC (tert-butyl 7-amino-6-methoxy-3,4-dihydroisoquinoline-2(1H)-carboxylate). RXN SMILES: [CH3:1][O:2][C:3]1[CH:4]=[C:5]2[C:10](=[CH:11][C:12]=1[N+:13]([O-])=O)[CH2:9][N:8]([C:16]([O:18][C:19]([CH3:22])([CH3:21])[CH3:20])=[O:17])[CH2:7][CH2:6]2>CO.[Ni]>[NH2:13][C:12]1[CH:11]=[C:10]2[C:5]([CH2:6][CH2:7][N:8]([C:16]([O:18][C:19]([CH3:20])([CH3:21])[CH3:22])=[O:17])[CH2:9]2)=[CH:4][C:3]=1[O:2][CH3:1]. Procedure details: To a solution of the product of Example 53E (550 mg, 1.78 mmol) in methanol (10 mL) was added Raney Ni (55 mg) and the mixture was stirred at ambient temperature under hydrogen for 16 hours. The mixture was filtered, concentrated and dried under vacuum to give the crude title compound. MS: 279 (M+H+). Procedure details: 5,6,7,8-Tetrahydro-5,5,8,8-tetramethyl-2-hydroxynaphthalene (Compound H, available in accordance with the publication Krause Synthesis 1972 140), is the starting material in the example shown in Reaction Scheme 2. Compound H is brominated to provide the corresponding 3-bromo compound (Compound I) which is thereafter protected in the hydroxyl function by treatment with methoxymethyl chloride (MOMCl) to yield 5,6,7,8-tetrahydro-5,5,8,8-tetramethyl-3-methoxymethoxy-2-bromonaphthalene (Compound J). ... RXN SMILES: CC1(C)CCC(C)(C)C2C=C(O)C(C(O)=O)=CC1=2.[CH3:19][C:20]1([CH3:37])[CH2:29][CH2:28][C:27]([CH3:31])([CH3:30])[C:26]2[C:25]([Br:32])=[C:24]([OH:33])[C:23]([C:34]([OH:36])=[O:35])=[CH:22][C:21]1=2.CC(CC(C1C(O)=CC(O)=C(CC=C(C)C)C=1[O-])=O)C.[CH3:58][O:59][CH2:60]Cl>>[CH3:19][C:20]1([CH3:37])[CH2:29][CH2:28][C:27]([CH3:30])([CH3:31])[C:26]2[C:25]([Br:32])=[C:24]([O:33][CH2:58][O:59][CH3:60])[C:23]([C:34]([OH:36])=[O:35])=[CH:22][C:21]1=2. Product: CC1(C=2C=C(C(=C(C2C(CC1)(C)C)Br)OCOC)C(=O)O)C (5,6,7,8-tetrahydro-5,5,8,8-tetramethyl-1-bromo-2-methoxymethoxynaphthalene-3-carboxylic acid). Reactants: CC1(C=2C=C(C(=CC2C(CC1)(C)C)O)C(=O)O)C (5,6,7,8-tetrahydro-5,5,8,8-tetramethyl-2-hydroxynaphthalene-3-carboxylic acid), CC(C)CC(=O)C1=C(C(=C(C=C1O)O)CC=C(C)C)[O-] (Compound X), COCCl (methoxymethyl chloride), CC1(C=2C=C(C(=C(C2C(CC1)(C)C)Br)O)C(=O)O)C (5,6,7,8-tetrahydro-5,5,8,8-tetramethyl-l-bromo-2-hydroxynaphthalene-3-carboxylic acid), Formula 2. Reactants: [BH4-].[Na+] (sodium borohydride), C(C(=O)C1=CC=CC=C1)Br (phenacylbromide), NCCC1=CC=C(C=C1)C1=CC=C(C=C1)OC (4'-(2-aminoethyl)-4-methoxy-biphenyl), C(C)(C)N(C(C)C)CC (N,N-diisopropyl-ethylamine). The solvent is CO (methanol), C(Cl)Cl (methylene chloride), C(Cl)Cl (methylene chloride). Reaction conditions: time 2 hour. Yields the product OC(CNCCC1=CC=C(C=C1)C1=CC=C(C=C1)OC)C1=CC=CC=C1 (4'-[2-[N-(2-Hydroxy-2-phenyl-ethyl)amino]ethyl]-4-methoxy-biphenyl). Reaction SMILES: [CH2:1](Br)[C:2]([C:4]1[CH:9]=[CH:8][CH:7]=[CH:6][CH:5]=1)=[O:3].[NH2:11][CH2:12][CH2:13][C:14]1[CH:19]=[CH:18][C:17]([C:20]2[CH:25]=[CH:24][C:23]([O:26][CH3:27])=[CH:22][CH:21]=2)=[CH:16][CH:15]=1.C(N(CC)C(C)C)(C)C.[BH4-].[Na+]>C(Cl)Cl.CO>[OH:3][CH:2]([C:4]1[CH:9]=[CH:8][CH:7]=[CH:6][CH:5]=1)[CH2:1][NH:11][CH2:12][CH2:13][C:14]1[CH:19]=[CH:18][C:17]([C:20]2[CH:25]=[CH:24][C:23]([O:26][CH3:27])=[CH:22][CH:21]=2)=[CH:16][CH:15]=1 |f:3.4|. Procedure details: 4 g (20 mmol) of phenacylbromide are dissolved in 20 ml of methylene chloride and added dropwise to a solution of 4.6 g (20 mmol) of 4'-(2-aminoethyl)-4-methoxy-biphenyl and 3.45 ml (20 mmol) of N,N-diisopropyl-ethylamine and 100 ml of methylene chloride at ambient temperature. After 2 hours, 50 ml of methanol are added and, with slight cooling, 1 g (27 mmol) of sodium borohydride is added in batches. After stirring overnight the mixture is evaporated in vacuo, acidified with dilute hydrochloric...